Dataset: the Open Reaction Database (ORD), a public repository of structured organic reaction records. Task: describe an organic reaction: reactants, conditions, products, and yield Starting materials: C1(CCCCC1)N=C=O (Cyclohexyl isocyanate), C(CCCCC)N (n-hexylamine), C(CC(=O)Cl)(=O)Cl (Malonyl dichloride), C(C)(C)N(CC)C(C)C (diisopropylethylamine), N(=C=O)CC(=O)OCC (ethyl isocyanatoacetate). The solvent is ClCCl (dichloromethane). Conditions: time 1 hour. The product is C1(CCCCC1)N1C(N(C(C(=C1O)C(=O)NCC(=O)O)=O)CCCCCC)=O (N-[(1-Cyclohexyl-3-hexyl-6-hydroxy-2,4-dioxo-1,2,3,4-tetrahydro-5-pyrimidinyl)carbonyl]glycine). Isolated yield 24.3%. RXN SMILES: [CH:1]1([N:7]=[C:8]=[O:9])[CH2:6][CH2:5][CH2:4][CH2:3][CH2:2]1.[CH2:10]([NH2:16])[CH2:11][CH2:12][CH2:13][CH2:14][CH3:15].[C:17](Cl)(=[O:22])[CH2:18][C:19](Cl)=[O:20].C(N(C(C)C)CC)(C)C.[N:33]([CH2:36][C:37]([O:39]CC)=[O:38])=[C:34]=[O:35]>ClCCl>[CH:1]1([N:7]2[C:19]([OH:20])=[C:18]([C:34]([NH:33][CH2:36][C:37]([OH:39])=[O:38])=[O:35])[C:17](=[O:22])[N:16]([CH2:10][CH2:11][CH2:12][CH2:13][CH2:14][CH3:15])[C:8]2=[O:9])[CH2:6][CH2:5][CH2:4][CH2:3][CH2:2]1. Procedure: Cyclohexyl isocyanate (635 uL, 5.0 mmoles) was added to a solution of n-hexylamine (660 uL, 5.0 mmoles) in dichloromethane (100 mL) and the mixture stirred for 1 hour. Malonyl dichloride (486 uL, 5.0 mmoles) was added and the mixture was heated to gentle reflux for 1 hour. The mixture was washed with 1 molar hydrochloric acid (×2), dried and evaporated. The residue was redissolved in dichloromethane (50 mL) and diisopropylethylamine (1.73 mL, 10 mmoles) and the mixture was treated with ethyl iso... Starting materials: C(C)OC(=O)C=1NC2=C(C=CC(=C2C1)C)NS(=O)(=O)C=1SC=CC1 (ethyl-4-methyl-7-[(2-thienylsulfonyl)amino]-1H-indole-2-carboxylate), CO (methanol), [OH-].[K+] (potassium hydroxide), C(CC(O)(C(=O)O)CC(=O)O)(=O)O (citric acid). Solvent: O1CCCC1 (tetrahydrofuran). Run at time 15 hour. The product is CC1=C2C=C(NC2=C(C=C1)NS(=O)(=O)C=1SC=CC1)C(=O)O (4-Methyl-7-[(2-thienylsulfonyl)amino]-1H-indole-2-carboxylic acid). Yield: 95.7%. Reaction SMILES: C([O:3][C:4]([C:6]1[NH:7][C:8]2[C:13]([CH:14]=1)=[C:12]([CH3:15])[CH:11]=[CH:10][C:9]=2[NH:16][S:17]([C:20]1[S:21][CH:22]=[CH:23][CH:24]=1)(=[O:19])=[O:18])=[O:5])C.CO.[OH-].[K+].C(O)(=O)CC(CC(O)=O)(C(O)=O)O>O1CCCC1>[CH3:15][C:12]1[CH:11]=[CH:10][C:9]([NH:16][S:17]([C:20]2[S:21][CH:22]=[CH:23][CH:24]=2)(=[O:18])=[O:19])=[C:8]2[C:13]=1[CH:14]=[C:6]([C:4]([OH:5])=[O:3])[NH:7]2 |f:2.3|. Procedure details: To a mixed solution of ethyl-4-methyl-7-[(2-thienylsulfonyl)amino]-1H-indole-2-carboxylate (0.88 g) in tetrahydrofuran (20 mL)-methanol (10 mL) was added aqueous solution (5 mL) of 85% potassium hydroxide (0.56 g), and the mixture was stirred at room temperature for 15 hr. Aqueous citric acid solution was added to the reaction mixture, and the mixture was extracted with ethyl acetate, washed with saturated brine, dried over anhydrous magnesium sulfate, and concentrated under reduced pressure. Th... Starting materials: [Cl-].[NH4+] (ammonium chloride), C=1C=CC2=C(C1)N=NN2O (HOBt), C(CCl)Cl (EDC), FC(C1=CC(=C2C=NNC2=C1)C1=CC(=NC=C1)C(=O)O)(F)F (4-(6-(trifluoromethyl)-1H-indazol-4-yl)picolinic acid), CN(C)C=O (DMF), C(C)N(C(C)C)C(C)C (N-ethyl-N-isopropylpropan-2-amine). Run at time 18 hour. The product is C(=O)(C(F)(F)F)O (TFA), FC(C1=CC(=C2C=NNC2=C1)C1=CC(=NC=C1)C(=O)N)(F)F (4-(6-(trifluoromethyl)-1H-indazol-4-yl)picolinamide), solid. Isolated yield 43.0%. RXN SMILES: [F:1][C:2]([F:22])([F:21])[C:3]1[CH:11]=[C:10]2[C:6]([CH:7]=[N:8][NH:9]2)=[C:5]([C:12]2[CH:17]=[CH:16][N:15]=[C:14]([C:18]([OH:20])=O)[CH:13]=2)[CH:4]=1.[Cl-].[NH4+].C1C=CC2N([OH:34])N=[N:31]C=2C=1.C(Cl)CCl.C(N(C(C)C)C(C)C)C.CN([CH:51]=[O:52])C>>[C:51]([OH:52])([C:2]([F:22])([F:21])[F:1])=[O:34].[F:21][C:2]([F:1])([F:22])[C:3]1[CH:11]=[C:10]2[C:6]([CH:7]=[N:8][NH:9]2)=[C:5]([C:12]2[CH:17]=[CH:16][N:15]=[C:14]([C:18]([NH2:31])=[O:20])[CH:13]=2)[CH:4]=1 |f:1.2|. Procedure: To a mixture of 4-(6-(trifluoromethyl)-1H-indazol-4-yl)picolinic acid (0.028 g, 0.091 mmol) in DMF (3 mL) were added ammonium chloride (0.024 g, 0.456 mmol), HOBt (0.018 g, 0.137 mmol), and EDC (0.028 g, 0.146 mmol), followed by N-ethyl-N-isopropylpropan-2-amine (0.079 mL, 0.456 mmol). The reaction mixture was stirred for 18 hours at room temperature. The crude reaction mixture was subsequently purified by preparative HPLC, eluting with a gradient of 30-35% acetonitrile (containing 0.035% TFA) i... The reactants are C(C)(C)(C)C=1OC(=C(N1)CCl)C (2-tert-butyl-4-chloromethyl-5-methyl-oxazole), C([O-])([O-])=O.[Cs+].[Cs+] (cesium carbonate), [I-].[K+] (potassium iodide), COC([C@H](CC1=C(C=C(C=C1)O)OC)OCC)=O ((2S)-2-ethoxy-3-(4-hydroxy-2-methoxy-phenyl)-propionic acid methyl ester). The product is COC([C@H](CC1=C(C=C(C=C1)OCC=1N=C(OC1C)C(C)(C)C)OC)OCC)=O ((S)-3-[4-(2-tert-butyl-5-methyl-oxazol-4-ylmethoxy)-2-methoxy-phenyl]-2-ethoxy-propionic acid methyl ester). RXN SMILES: [CH3:1][O:2][C:3](=[O:18])[C@@H:4]([O:15][CH2:16][CH3:17])[CH2:5][C:6]1[CH:11]=[CH:10][C:9]([OH:12])=[CH:8][C:7]=1[O:13][CH3:14].[C:19]([C:23]1[O:24][C:25]([CH3:30])=[C:26]([CH2:28]Cl)[N:27]=1)([CH3:22])([CH3:21])[CH3:20].C(=O)([O-])[O-].[Cs+].[Cs+].[I-].[K+]>>[CH3:1][O:2][C:3](=[O:18])[C@@H:4]([O:15][CH2:16][CH3:17])[CH2:5][C:6]1[CH:11]=[CH:10][C:9]([O:12][CH2:28][C:26]2[N:27]=[C:23]([C:19]([CH3:22])([CH3:21])[CH3:20])[O:24][C:25]=2[CH3:30])=[CH:8][C:7]=1[O:13][CH3:14] |f:2.3.4,5.6|. Reported procedure: In analogy to the procedure described in example 46 c], (2S)-2-ethoxy-3-(4-hydroxy-2-methoxy-phenyl)-propionic acid methyl ester was reacted with 2-tert-butyl-4-chloromethyl-5-methyl-oxazole (example 1, step b]) in the presence of cesium carbonate and potassium iodide to yield (S)-3-[4-(2-tert-butyl-5-methyl-oxazol-4-ylmethoxy)-2-methoxy-phenyl]-2-ethoxy-propionic acid methyl ester as colorless liquid. The reactants are palladiumtetrakistriphenylphosphine, [Cl-].[Li+] (lithium chloride), C([O-])([O-])=O.[Na+].[Na+] (sodium carbonate), COC1=CC=C(C=C1)B(O)O (4-methoxyphenyl boronic acid), C1OC23[C@]4(C)[C@@H](CC2(OCCO3)OC1)[C@@H]1CC=C3CCCC[C@@H]3C1=C(C4)OS(=O)(=O)C(F)(F)F (17,17-bis-(ethylenedioxy)-11-trifluoromethylsulfonyloxy-5,9(11)-estradiene), [Cl-].[Na+] (sodium chloride). The solvent is C1(=CC=CC=C1)C (toluene), C(C)O (ethanol). Conditions: temperature 95 celsius, time 2 hour. Product: COC1=CC=C(C=C1)[C@@H]1[C@@H]2[C@H]3CCC(C=C3CC[C@H]2[C@@H]2CCC([C@@]2(C)C1)=O)=O (11β-(4-Methoxyphenyl)-4-estrene-3,17-dione). Reaction SMILES: C1CO[C:8]23OCCO[C:3]2([C@:4]2([CH2:26][C:25](OS(C(F)(F)F)(=O)=O)=[C:24]4[C@@H:15]([CH2:16][CH:17]=[C:18]5[C@@H:23]4[CH2:22][CH2:21]C[CH2:19]5)[C@@H:6]2[CH2:7]3)[CH3:5])[O:2]1.[Cl-].[Li+].[C:37](=[O:40])([O-])[O-].[Na+].[Na+].[CH3:43][O:44][C:45]1[CH:50]=[CH:49][C:48](B(O)O)=[CH:47][CH:46]=1.[Cl-].[Na+]>C1(C)C=CC=CC=1.C(O)C>[CH3:43][O:44][C:45]1[CH:50]=[CH:49][C:48]([C@H:25]2[CH2:26][C@@:4]3([CH3:5])[C@@H:6]([CH2:7][CH2:8][C:3]3=[O:2])[C@H:15]3[C@H:24]2[C@@H:23]2[C:18]([CH2:17][CH2:16]3)=[CH:19][C:37](=[O:40])[CH2:21][CH2:22]2)=[CH:47][CH:46]=1 |f:1.2,3.4.5,7.8|. Procedure details: 17,17-bis-(ethylenedioxy)-11-trifluoromethylsulfonyloxy-5,9(11)-estradiene is dissolved in a mixture of 360 ml of toluene and 170 ml of ethanol and mixed in succession with 2.5 g of palladiumtetrakistriphenylphosphine, 3.6 g of lithium chloride, 55 ml of 2 molar sodium carbonate solution and 7.2 g (46.8 mmol) of 4-methoxyphenyl boronic acid. The reaction mixture is then stirred for two hours at 95° C., cooled to room temperature and mixed with saturated sodium chloride solution. The organic phas...